Dataset: the Open Reaction Database (ORD), a public repository of structured organic reaction records. Task: describe an organic reaction: reactants, conditions, products, and yield The reactants are ClCCl, OCC#Cc1ccc(C(F)(F)F)cc1, c1ccccc1. The product is O=CC#Cc1ccc(C(F)(F)F)cc1. Reaction SMILES: [CH2:21]([Cl:22])[Cl:23].[F:1][C:2]([c:3]1[cH:4][cH:5][c:6]([C:9]#[C:10][CH2:11][OH:12])[cH:7][cH:8]1)([F:13])[F:14].[cH:15]1[cH:16][cH:17][cH:18][cH:19][cH:20]1>>[F:1][C:2]([c:3]1[cH:4][cH:5][c:6]([C:9]#[C:10][CH:11]=[O:12])[cH:7][cH:8]1)([F:13])[F:14]. Reactants: CC(C)Cn1cnc2cnc3cccc(Br)c3c21, CCCOc1ccc(B(O)O)cc1, Cc1ccccc1, CC(=O)[O-], CC(=O)[O-], [Pd+2]. The product is CCCOc1ccc(-c2cccc3ncc4ncn(CC(C)C)c4c23)cc1. Reaction SMILES: [Br:1][c:2]1[c:3]2[c:4]3[c:5]([cH:6][n:7][c:8]2[cH:9][cH:10][cH:11]1)[n:12][cH:13][n:14]3[CH2:15][CH:16]([CH3:17])[CH3:18].[CH2:19]([CH2:20][CH3:21])[O:22][c:23]1[cH:24][cH:25][c:26]([B:29]([OH:30])[OH:31])[cH:27][cH:28]1.[CH3:32][c:33]1[cH:34][cH:35][cH:36][cH:37][cH:38]1.[O-:40][C:41]([CH3:42])=[O:43].[O-:44][C:45]([CH3:46])=[O:47].[Pd+2:39]>>[c:2]1(-[c:26]2[cH:25][cH:24][c:23]([O:22][CH2:19][CH2:20][CH3:21])[cH:28][cH:27]2)[c:3]2[c:4]3[c:5]([cH:6][n:7][c:8]2[cH:9][cH:10][cH:11]1)[n:12][cH:13][n:14]3[CH2:15][CH:16]([CH3:17])[CH3:18]. The reactants are FC(OC1=C(C=C(C=C1)[N+](=O)[O-])O)(F)F (2-Trifluoromethoxy-5-nitrophenol), Cl (hydrochloric acid), N(=O)[O-].[Na+] (sodium nitrite), solution, FC(OC1=C(N)C=C(C=C1)[N+](=O)[O-])(F)F (2-trifluoromethoxy-5-nitroaniline), F[B-](F)(F)F.[Na+] (sodium tetrafluoroborate), solution. Solvent: O (water). Reaction conditions: time 30 minute. The product is F[B-](F)(F)F.FC(OC1=C(C=C(C=C1)[N+](=O)[O-])[N+]#N)(F)F (2-trifluoromethoxy-5-nitrophenyldiazonium tetrafluoroborate). RXN SMILES: FC(F)(F)OC1C=CC([N+:10]([O-])=O)=CC=1O.N([O-])=O.[Na+].[F:20][C:21]([F:34])([F:33])[O:22][C:23]1[CH:29]=[CH:28][C:27]([N+:30]([O-:32])=[O:31])=[CH:26][C:24]=1[NH2:25].Cl.[F:36][B-:37]([F:40])([F:39])[F:38].[Na+]>O>[F:36][B-:37]([F:40])([F:39])[F:38].[F:20][C:21]([F:33])([F:34])[O:22][C:23]1[CH:29]=[CH:28][C:27]([N+:30]([O-:32])=[O:31])=[CH:26][C:24]=1[N+:25]#[N:10] |f:1.2,5.6,8.9|. Procedure: 2-Trifluoromethoxy-5-nitrophenol can be prepared according to the following method: an aqueous sodium nitrite (0.82 g) solution (2 ml) is added dropwise to a suspension of 2.35 g of 2-trifluoromethoxy-5-nitroaniline in 17 ml of distilled water cooled to 5° C. and in the presence of 5 ml of concentrated hydrochloric acid. After stirring for 30 minutes at the same temperature, an aqueous sodium tetrafluoroborate (1.66 g) solution (5 ml) is added dropwise to the reaction mixture, which has become c... The reactants are COc1ccc(C(OCC(O)C(O)C(OCCF)C(CO)n2cc(C)c(=O)[nH]c2=O)(c2ccccc2)c2ccc(OC)cc2)cc1, CCOC(C)=O, CC[Si](Cl)(CC)CC, O=P12OP3(=O)OP(=O)(O1)OP(=O)(O2)O3, CN(C)C=O, c1c[nH]cn1. Product: CC[Si](CC)(CC)OC(C(O)COC(c1ccccc1)(c1ccc(OC)cc1)c1ccc(OC)cc1)C(OCCF)C(CO)n1cc(C)c(=O)[nH]c1=O. Reaction SMILES: [CH3:1][O:2][c:3]1[cH:4][cH:5][c:6]([C:7]([c:8]2[cH:9][cH:10][c:11]([O:14][CH3:15])[cH:12][cH:13]2)([c:16]2[cH:17][cH:18][cH:19][cH:20][cH:21]2)[O:22][CH2:23][CH:24]([CH:25]([CH:26]([CH:27]([CH2:28][OH:29])[n:30]2[c:31](=[O:32])[nH:33][c:34](=[O:35])[c:36]([CH3:37])[cH:38]2)[O:39][CH2:40][CH2:41][F:42])[OH:43])[OH:44])[cH:45][cH:46]1.[CH3:79][CH2:80][O:81][C:82]([CH3:83])=[O:84].[Cl:66][Si:67]([CH2:68][CH3:69])([CH2:70][CH3:71])[CH2:72][CH3:73].[O:52]=[P:53]12[O:54][P:55]3(=[O:65])[O:56][P:57](=[O:63])([O:58][P:59](=[O:62])([O:60]3)[O:61]1)[O:64]2.[O:74]=[CH:75][N:76]([CH3:77])[CH3:78].[nH:47]1[cH:48][cH:49][n:50][cH:51]1>>[CH3:1][O:2][c:3]1[cH:4][cH:5][c:6]([C:7]([c:8]2[cH:9][cH:10][c:11]([O:14][CH3:15])[cH:12][cH:13]2)([c:16]2[cH:17][cH:18][cH:19][cH:20][cH:21]2)[O:22][CH2:23][CH:24]([CH:25]([CH:26]([CH:27]([CH2:28][OH:29])[n:30]2[c:31](=[O:32])[nH:33][c:34](=[O:35])[c:36]([CH3:37])[cH:38]2)[O:39][CH2:40][CH2:41][F:42])[O:43][Si:67]([CH2:68][CH3:69])([CH2:70][CH3:71])[CH2:72][CH3:73])[OH:44])[cH:45][cH:46]1. The reactants are COc1cc2ncnc(Oc3cccc(N)c3)c2cc1OC, COc1cc2ncnc(Oc3cccc(NC(=O)Nc4cc(C(C)C)no4)c3)c2cc1OC, O=C(Nc1cc(C2CCOCC2)no1)Oc1ccccc1. The product is COc1cc2ncnc(Oc3cccc(NC(=O)Nc4cc(C5CCOCC5)no4)c3)c2cc1OC. RXN SMILES: [CH3:1][O:2][c:3]1[cH:4][c:5]2[c:6]([O:15][c:16]3[cH:17][c:18]([NH2:19])[cH:20][cH:21][cH:22]3)[n:7][cH:8][n:9][c:10]2[cH:11][c:12]1[O:13][CH3:14].[CH3:44][O:45][c:46]1[cH:47][c:48]2[c:49]([cH:50][c:51]1[O:52][CH3:53])[n:54][cH:55][n:56][c:57]2[O:58][c:59]1[cH:60][c:61]([NH:62][C:63]([NH:64][c:65]2[o:66][n:67][c:68]([CH:69]([CH3:70])[CH3:71])[cH:72]2)=[O:73])[cH:74][cH:75][cH:76]1.[O:23]1[CH2:24][CH2:25][CH:26]([c:29]2[n:30][o:31][c:32]([NH:34][C:35]([O:36][c:38]3[cH:39][cH:40][cH:41][cH:42][cH:43]3)=[O:37])[cH:33]2)[CH2:27][CH2:28]1>>[CH3:1][O:2][c:3]1[cH:4][c:5]2[c:6]([O:15][c:16]3[cH:17][c:18]([NH:19][C:35]([NH:34][c:32]4[o:31][n:30][c:29]([CH:26]5[CH2:25][CH2:24][O:23][CH2:28][CH2:27]5)[cH:33]4)=[O:36])[cH:20][cH:21][cH:22]3)[n:7][cH:8][n:9][c:10]2[cH:11][c:12]1[O:13][CH3:14]. Reaction conditions: temperature 110 celsius. Reagents/catalysts: [Cl-].C(C1=CC=CC=C1)[N+](C)(C)C (benzyltrimethylammonium chloride). Reaction SMILES: [OH:1][C:2]1[CH:7]=[CH:6][C:5]([C:8]([C:11]2[CH:16]=[CH:15][C:14]([OH:17])=[CH:13][CH:12]=2)([CH3:10])[CH3:9])=[CH:4][CH:3]=1.[CH2:18]([O:22][CH2:23][CH:24]=[CH2:25])[CH:19]1[O:21][CH2:20]1>[Cl-].C([N+](C)(C)C)C1C=CC=CC=1>[CH2:23]([O:22][CH2:18][CH:19]([OH:21])[CH2:20][O:1][C:2]1[CH:3]=[CH:4][C:5]([C:8]([C:11]2[CH:12]=[CH:13][C:14]([O:17][CH2:20][CH:19]([OH:21])[CH2:18][O:22][CH2:23][CH:24]=[CH2:25])=[CH:15][CH:16]=2)([CH3:10])[CH3:9])=[CH:6][CH:7]=1)[CH:24]=[CH2:25] |f:2.3|. Reported procedure: Bisphenol A (228 g; 1 mole), allyl glycidyl ether having an epoxide content of 8.64 equiv./kg (231.5 g; 2 equiv.), and benzyltrimethylammonium chloride (2 g) were stirred together and heated to 110° C., at which temperature an exothermic reaction commenced, the temperature rising spontaneously to 120° C. When the temperature began to fall, heating was resumed to keep the mixture at 120° C. After 11/2 hours at this temperature the mixture was heated at 150° C. for 3 hours. The residual mixture ha... Yields the product C(C=C)OCC(COC1=CC=C(C=C1)C(C)(C)C1=CC=C(C=C1)OCC(COCC=C)O)O (2,2-Bis(p-(3-allyloxy-2-hydroxypropyloxy)phenyl)propane). Reactants: epoxide, OC1=CC=C(C=C1)C(C)(C)C1=CC=C(C=C1)O (Bisphenol A), C(C1CO1)OCC=C (allyl glycidyl ether), epoxide. Reactants: C(C)(C)N(CC)C(C)C (IPEA), C=1C=CC2=C(C1)N=NN2O (HOBT), FC(C(=O)O)(F)F.ClCCCC(C(=O)O)=CC1=CC(=C(C=C1)N1C=NC(=C1)C)OC (5-chloro-2-(3-methoxy-4-(4-methyl-1H-imidazol-1-yl)benzylidene)valeric acid trifluoroacetate), C1(=C(C=CC=C1)C(C)N)C (1-o-tolylethylamine). Run in C(C)(=O)OCC (ethyl acetate), O (Water), CN(C)C=O (DMF), C(CCl)Cl (EDC). Conditions: time 1 hour. Yields the product C1(=C(C=CC=C1)C(C)NC(C(CCCCl)=CC1=CC(=C(C=C1)N1C=NC(=C1)C)OC)=O)C (5-chloro-2-(3-methoxy-4-(4-methyl-1H-imidazol-1-yl)benzylidene)valeric acid (1-o-tolylethyl)amide). As a reaction SMILES: C(N(C(C)C)CC)(C)C.C1C=CC2N(O)N=NC=2C=1.FC(F)(F)C(O)=O.[Cl:27][CH2:28][CH2:29][CH2:30][C:31](=[CH:35][C:36]1[CH:41]=[CH:40][C:39]([N:42]2[CH:46]=[C:45]([CH3:47])[N:44]=[CH:43]2)=[C:38]([O:48][CH3:49])[CH:37]=1)[C:32]([OH:34])=O.[C:50]1([CH3:59])[CH:55]=[CH:54][CH:53]=[CH:52][C:51]=1[CH:56]([NH2:58])[CH3:57]>CN(C=O)C.C(OCC)(=O)C.O.C(Cl)CCl>[C:50]1([CH3:59])[CH:55]=[CH:54][CH:53]=[CH:52][C:51]=1[CH:56]([NH:58][C:32](=[O:34])[C:31](=[CH:35][C:36]1[CH:41]=[CH:40][C:39]([N:42]2[CH:46]=[C:45]([CH3:47])[N:44]=[CH:43]2)=[C:38]([O:48][CH3:49])[CH:37]=1)[CH2:30][CH2:29][CH2:28][Cl:27])[CH3:57] |f:2.3|. Procedure details: IPEA (0.5 mL), EDC (128 mg) and HOBT (90.4 mg) were added to a solution of 5-chloro-2-(3-methoxy-4-(4-methyl-1H-imidazol-1-yl)benzylidene)valeric acid trifluoroacetate (100 mg) and 1-o-tolylethylamine (60 mg) in DMF (5 mL), and the reaction solution was stirred at room temperature for 1 hour. Water and ethyl acetate were added to the reaction solution and the organic layer was partitioned. The resulting organic layer was dried over anhydrous magnesium sulfate, and the solvent was evaporated unde... The reactants are CCCc1cc(Oc2ccccc2)ccc1OCCCBr, O=C([O-])[O-], [Cs+], [Cs+], CN(C)C=O, NS(=O)(=O)c1ccc(O)cc1. Product: CCCc1cc(Oc2ccccc2)ccc1OCCCOc1ccc(S(N)(=O)=O)cc1. As a reaction SMILES: [Br:1][CH2:2][CH2:3][CH2:4][O:5][c:6]1[c:7]([CH2:19][CH2:20][CH3:21])[cH:8][c:9]([O:12][c:13]2[cH:14][cH:15][cH:16][cH:17][cH:18]2)[cH:10][cH:11]1.[C:33](=[O:34])([O-:35])[O-:36].[Cs+:37].[Cs+:38].[O:39]=[CH:40][N:41]([CH3:42])[CH3:43].[OH:22][c:23]1[cH:24][cH:25][c:26]([S:29](=[O:30])(=[O:31])[NH2:32])[cH:27][cH:28]1>>[CH2:2]([CH2:3][CH2:4][O:5][c:6]1[c:7]([CH2:19][CH2:20][CH3:21])[cH:8][c:9]([O:12][c:13]2[cH:14][cH:15][cH:16][cH:17][cH:18]2)[cH:10][cH:11]1)[O:22][c:23]1[cH:24][cH:25][c:26]([S:29](=[O:30])(=[O:31])[NH2:32])[cH:27][cH:28]1.